From a dataset of the Open Reaction Database (ORD), a public repository of structured organic reaction records. describe an organic reaction: reactants, conditions, products, and yield Starting materials: CO, Cl, [Li+], CCOC(Cc1ccc(NCCCCC(=O)N2CCOc3ccccc32)cc1)C(=O)OC, [OH-], O, O, O. Yields the product CCOC(Cc1ccc(NCCCCC(=O)N2CCOc3ccccc32)cc1)C(=O)O. As a reaction SMILES: [CH3:38][OH:39].[ClH:36].[Li+:35].[O:1]1[c:2]2[c:3]([cH:29][cH:30][cH:31][cH:32]2)[N:4]([C:7]([CH2:8][CH2:9][CH2:10][CH2:11][NH:12][c:13]2[cH:14][cH:15][c:16]([CH2:19][CH:20]([C:21](=[O:22])[O:23][CH3:24])[O:25][CH2:26][CH3:27])[cH:17][cH:18]2)=[O:28])[CH2:5][CH2:6]1.[OH-:34].[OH2:33].[OH2:37].[OH2:40]>>[O:1]1[c:2]2[c:3]([cH:29][cH:30][cH:31][cH:32]2)[N:4]([C:7]([CH2:8][CH2:9][CH2:10][CH2:11][NH:12][c:13]2[cH:14][cH:15][c:16]([CH2:19][CH:20]([C:21](=[O:22])[OH:23])[O:25][CH2:26][CH3:27])[cH:17][cH:18]2)=[O:28])[CH2:5][CH2:6]1. The reactants are N#Cc1ccccc1Br, C1CCOC1, [Cl-], [Cl-], [Li], [Zn+2], c1ccc2ccccc2c1. Yields the product [Br-], N#Cc1ccccc1[Zn+]. As a reaction SMILES: [Br:15][c:16]1[c:17]([C:18]#[N:19])[cH:20][cH:21][cH:22][cH:23]1.[CH2:24]1[O:25][CH2:26][CH2:27][CH2:28]1.[Cl-:12].[Cl-:14].[Li:1].[Zn+2:13].[cH:2]1[cH:3][c:4]2[c:5]([cH:6][cH:7][cH:8][cH:9]2)[cH:10][cH:11]1>>[Br-:15].[Zn+:13][c:16]1[c:17]([C:18]#[N:19])[cH:20][cH:21][cH:22][cH:23]1. The reactants are CC1=CC=C2C(=N1)COC2=O (2-methyl-7H-furo[3,4-b]pyridin-5-one), [Se](=O)=O (selenium dioxide), [Se](=O)=O (selenium dioxide). The solvent is O1CCOCC1 (dioxane). Reaction conditions: temperature 100 celsius. Product: O=C1OCC2=NC(=CC=C21)C=O (5-Oxo-5,7-dihydro-furo[3,4-b]pyridine-2-carbaldehyde). The yield is 79.7%. Reaction SMILES: [CH3:1][C:2]1[N:7]=[C:6]2[CH2:8][O:9][C:10](=[O:11])[C:5]2=[CH:4][CH:3]=1.[Se](=O)=[O:13]>O1CCOCC1>[O:11]=[C:10]1[C:5]2[C:6](=[N:7][C:2]([CH:1]=[O:13])=[CH:3][CH:4]=2)[CH2:8][O:9]1. Procedure: A solution of 2-methyl-7H-furo[3,4-b]pyridin-5-one (1.41 g, 9.46 mmol) in dioxane (50 mL) is treated with selenium dioxide (1.2 g, 10.8 mmol) and the reaction mixture is heated at 100° C. for 3 h. Additional selenium dioxide (1.2 g, 10.8 mmol) is added at 3 and 6 hours and the reaction mixture is heated at 100° C. The reaction is heated at 100° C. for an additional 42 h. The reaction mixture is filtered through celite and washed with dioxane. The filtrate is concentrated under reduced pressure a... Starting materials: N1=C(C=CC=2CCCNC12)CCCCC(=O)N[C@@H](CC(=O)OCC)C=1C=NC2=CC=CC=C2C1 (Ethyl 3-(5-(5,6,7,8-tetrahydro-[1,8]-naphthyridin-2-yl)pentanoylamino)-3(S)-(quinolin-3-yl)-propionate), C(=O)(C(F)(F)F)O (TFA), CCO (EtOH), [Li+].[OH-] (LiOH), Cl (HCl). The reagents and catalysts are O=[Pt]=O (PtO2). Reaction conditions: time 3 hour. Product: FC(C(=O)O)(F)F.N1=CC(=CC=2CCCCC12)[C@H](CC(=O)O)NC(CCCCC1=NC=2NCCCC2C=C1)=O (3(S)-(5,6,7,8-Tetrahydro-quinolin-3-yl)-3-(5-(5,6,7,8-tetrahydro-[1,8]naphthyridin-2-yl)-pentanoylamino)-propionic acid trifluoroacetate). As a reaction SMILES: [N:1]1[C:10]2[NH:9][CH2:8][CH2:7][CH2:6][C:5]=2[CH:4]=[CH:3][C:2]=1[CH2:11][CH2:12][CH2:13][CH2:14][C:15]([NH:17][C@H:18]([C:25]1[CH:26]=[N:27][C:28]2[C:33]([CH:34]=1)=[CH:32][CH:31]=[CH:30][CH:29]=2)[CH2:19][C:20]([O:22]CC)=[O:21])=[O:16].CCO.[Li+].[OH-].Cl.[C:41]([OH:47])([C:43]([F:46])([F:45])[F:44])=[O:42]>O=[Pt]=O>[F:44][C:43]([F:46])([F:45])[C:41]([OH:47])=[O:42].[N:27]1[C:28]2[CH2:29][CH2:30][CH2:31][CH2:32][C:33]=2[CH:34]=[C:25]([C@@H:18]([NH:17][C:15](=[O:16])[CH2:14][CH2:13][CH2:12][CH2:11][C:2]2[CH:3]=[CH:4][C:5]3[CH2:6][CH2:7][CH2:8][NH:9][C:10]=3[N:1]=2)[CH2:19][C:20]([OH:22])=[O:21])[CH:26]=1 |f:2.3,7.8|. Procedure: A mixture of 5-8 (0.1 g, 0.3 mmol) and PtO2 (0.04 g) in 10 mL TFA was purged with argon 3 times under vacuum, and treated under balloon hydrogenation condition for 18 hr. It was then filtered through a celite pad. The solution was concentrated. EtOH (3 mL) and LiOH (1 mL, 1 M, 1 mmol) were added. After stirring for 3 hr, the reaction mixture was treated with 2N HCl (2 mL), concentrated and purified by reverse phase HPLC (C18 column; gradient: H2O/CH3CN/TFA from 95:5:0.1 to 5:95:0.1 over 45 min) ... Reactants: BrC1=CC=C(N)C=C1 (4-bromoaniline), C(C=CC1=CC=CC=C1)(=O)Cl (cinnamoyl chloride). The product is ClC1=NC2=CC=C(C=C2C=C1)Br (2-Chloro-6-bromoquinoline), BrC=1C=C2C=CC(NC2=CC1)=O (6-bromo-1H-quinolin-2-one). RXN SMILES: [Br:1][C:2]1[CH:8]=[CH:7][C:5]([NH2:6])=[CH:4][CH:3]=1.[C:9]([Cl:19])(=[O:18])[CH:10]=[CH:11]C1C=CC=CC=1>>[Cl:19][C:9]1[CH:10]=[CH:11][C:7]2[C:5](=[CH:4][CH:3]=[C:2]([Br:1])[CH:8]=2)[N:6]=1.[Br:1][C:2]1[CH:8]=[C:7]2[C:5](=[CH:4][CH:3]=1)[NH:6][C:9](=[O:18])[CH:10]=[CH:11]2. Reported procedure: The title compound is prepared from 4-bromoaniline and cinnamoyl chloride according to the procedure described in J. Chem. Soc., Perkin Trans. I, 1972, 1648. The crude 6-bromo-1H-quinolin-2-one intermediate obtained is triturated in Et2O/hexanes and filtered to give a beige solid which is used directly in the chlorination step. The crude product is recrystallized in MeOH to afford the title compound as a beige solid. Reactants: C(C1=CC=CC=C1)O (benzyl alcohol), C(C1=CC=CC=C1)(=O)O (benzoic acid), C(C1=CC=CC=C1)(=O)O (benzoic acid), C(C1=CC=CC=C1)O (benzyl alcohol). Reagents/catalysts: [Pd] (Pd). The solvent is C1(=CC=CC=C1)C (toluene). Yields the product C(C1=CC=CC=C1)(=O)OCC1=CC=CC=C1 (benzyl benzoate). Reaction SMILES: [CH2:1]([OH:8])[C:2]1[CH:7]=[CH:6][CH:5]=[CH:4][CH:3]=1.[C:9](O)(=[O:16])[C:10]1[CH:15]=[CH:14][CH:13]=[CH:12][CH:11]=1>[Pd].C1(C)C=CC=CC=1>[C:1]([O:16][CH2:9][C:10]1[CH:15]=[CH:14][CH:13]=[CH:12][CH:11]=1)(=[O:8])[C:2]1[CH:7]=[CH:6][CH:5]=[CH:4][CH:3]=1. Reported procedure: The oxidation of toluene appears to follow an obvious path as inferred from the kinetics of the product yields (Table IV). The intermediate products are benzyl alcohol, benzaldehyde, benzoic acid; whereas, benzyl benzoate is the final product by esterification of benzyl alcohol and benzoic acid. In a separate test at the same reaction conditions, but without the Pd catalyst, benzyl alcohol and benzoic acid were esterified in toluene to produce benzyl benzoate. The following reaction scheme expla... Reactants: CCOC(=O)c1cc2c(C)c(O)ccc2n1C, O=S(=O)=O, c1ccncc1, c1ccncc1. Product: CCOC(=O)c1cc2c(C)c(OS(=O)(=O)O)ccc2n1C, c1ccncc1. As a reaction SMILES: [CH3:11][n:12]1[c:13]([C:23](=[O:24])[O:25][CH2:26][CH3:27])[cH:14][c:15]2[c:16]([CH3:22])[c:17]([OH:21])[cH:18][cH:19][c:20]12.[S:7](=[O:8])(=[O:9])=[O:10].[cH:28]1[cH:29][cH:30][n:31][cH:32][cH:33]1.[n:1]1[cH:2][cH:3][cH:4][cH:5][cH:6]1>>[S:7](=[O:8])(=[O:9])([OH:10])[O:21][c:17]1[c:16]([CH3:22])[c:15]2[cH:14][c:13]([C:23](=[O:24])[O:25][CH2:26][CH3:27])[n:12]([CH3:11])[c:20]2[cH:19][cH:18]1.[n:1]1[cH:2][cH:3][cH:4][cH:5][cH:6]1.